Dataset: the Open Reaction Database (ORD), a public repository of structured organic reaction records. Task: describe an organic reaction: reactants, conditions, products, and yield Starting materials: CC(C)O, FC(F)(F)c1cnnc(Cl)c1, N. Product: Nc1cc(C(F)(F)F)cnn1. Reaction SMILES: [CH:12]([OH:13])([CH3:14])[CH3:15].[Cl:1][c:2]1[n:3][n:4][cH:5][c:6]([C:8]([F:9])([F:10])[F:11])[cH:7]1.[NH3:16]>>[c:2]1([NH2:16])[n:3][n:4][cH:5][c:6]([C:8]([F:9])([F:10])[F:11])[cH:7]1.